The task is: describe an organic reaction: reactants, conditions, products, and yield. This data is from the Open Reaction Database (ORD), a public repository of structured organic reaction records. The reactants are C[Si](C)(C)[N-][Si](C)(C)C.[K+] (KHMDS), CC(C(C(=O)O)(C)C)C=1NC2=CC(=CC=C2C1SC(C)(C)C)OC (Methyl 3-[6-methoxy-3-(t-butylthio) indol-2-yl]-2,2-dimethylpropanoic acid), CN(C)P(=O)(N(C)C)N(C)C (HMPA), IC (iodomethane). The solvent is C1(=CC=CC=C1)C (toluene), C1CCOC1 (THF). Reaction conditions: time 15 minute. Product: CN1C(=C(C2=CC=C(C=C12)OC)SC(C)(C)C)CC(C(=O)OC)(C)C (Methyl 3-[N-methyl-3-(t-butylthio)-6-methoxyindol-2-yl]-2,2-dimethylpropanoate). RXN SMILES: C[CH:2]([C:9]1NC2[C:16]([C:17]=1[S:18][C:19]([CH3:22])([CH3:21])[CH3:20])=[CH:15][CH:14]=[C:13]([O:23][CH3:24])[CH:12]=2)[C:3]([CH3:8])([CH3:7])[C:4]([OH:6])=[O:5].C[Si]([N-][Si](C)(C)C)(C)C.[K+].I[CH3:36].CN(P([N:45]([CH3:47])[CH3:46])(N(C)C)=O)C>C1COCC1.C1(C)C=CC=CC=1>[CH3:46][N:45]1[C:47]2[C:16](=[CH:15][CH:14]=[C:13]([O:23][CH3:24])[CH:12]=2)[C:17]([S:18][C:19]([CH3:22])([CH3:21])[CH3:20])=[C:9]1[CH2:2][C:3]([CH3:8])([CH3:7])[C:4]([O:6][CH3:36])=[O:5] |f:1.2|. Procedure details: A solution of 1.75 g of the indole from Step A in 30 mL of THF and 3 mL HMPA was cooled to -78° C. and to this solution was slowly added a solution of 0.54M KHMDS in toluene (10.2 mL). The mixture was stirred at this temperature for 15 min. and treated with 0.34 mL of iodomethane. The mixture was stirred at -78° C. for 5 h, quenched with 1N HC1 (100 mL), extracted with ethyl acetate, and the organic layer washed with H2O, dried over Na2SO4 and evaporated to dryness. The residue was chromatograph... The reactants are [Cl-].[NH4+] (ammonium chloride), CC(C[Mg]Cl)(C)C (2,2-Dimethylpropylmagnesium chloride), [Cu](C#N)C#N (copper cyanide), BrC1=C(C(=O)NC2=CC(=CC=C2)C(C)(C)C)C=CC=N1 (2-bromo-N-(3-tert-butylphenyl)nicotinamide). Run in C(C)(=O)OCC (ethyl acetate), C1CCOC1 (THF). Conditions: time 1 hour. The product is C(C)(C)(C)C=1C=C(C=CC1)NC(C1=C(N=CC=C1)CC(C)(C)C)=O (N-(3-tert-butylphenyl)-2-(2,2-dimethylpropyl)nicotinamide). Isolated yield 86.0%. As a reaction SMILES: [CH3:1][C:2]([CH3:7])([CH3:6])[CH2:3][Mg]Cl.[Cu](C#N)C#N.Br[C:14]1[N:32]=[CH:31][CH:30]=[CH:29][C:15]=1[C:16]([NH:18][C:19]1[CH:24]=[CH:23][CH:22]=[C:21]([C:25]([CH3:28])([CH3:27])[CH3:26])[CH:20]=1)=[O:17].[Cl-].[NH4+]>C1COCC1.C(OCC)(=O)C>[C:25]([C:21]1[CH:20]=[C:19]([NH:18][C:16](=[O:17])[C:15]2[CH:29]=[CH:30][CH:31]=[N:32][C:14]=2[CH2:1][C:2]([CH3:7])([CH3:6])[CH3:3])[CH:24]=[CH:23][CH:22]=1)([CH3:28])([CH3:27])[CH3:26] |f:3.4|. Procedure details: 2,2-Dimethylpropylmagnesium chloride (1 M-diethylether, 4.8 mL, 4.8 mmol) was added to a suspension of copper cyanide (215 mg, 2.40 mmol) in THF (6 mL) at −78° C. After stirring at the same temperature for 1 hour, 2-bromo-N-(3-tert-butylphenyl)nicotinamide (200 mg, 0.601 mmol) was added all at once as a solid. The reaction mixture was gradually warmed to room temperature and the reaction was allowed to stir overnight. Saturated ammonium chloride solution and ethyl acetate was added, and the reac... The reactants are oxidised naphthalene, C1(C=CC(C2=CC=CC=C12)=O)=O (1,4-naphthoquinone), C1(=CC=C(C2=CC=CC=C12)O)O (naphthalene-1,4-diol), C1(=CC=CC2=CC=CC=C12)O (1-naphthol), C1=C(C=CC2=CC=CC=C12)O (2-naphthol). The product is C1=CC=CC2=CC=CC=C12 (Naphthalene). Reaction SMILES: [C:1]1(O)[C:10]2[C:5](=[CH:6][CH:7]=[CH:8][CH:9]=2)[CH:4]=[CH:3][CH:2]=1.C1C2C(=CC=CC=2)C=CC=1O.C1(=O)C2C(=CC=CC=2)C(=O)C=C1.C1(O)C2C(=CC=CC=2)C(O)=CC=1>>[CH:9]1[C:10]2[C:5](=[CH:4][CH:3]=[CH:2][CH:1]=2)[CH:6]=[CH:7][CH:8]=1. Procedure: The peroxygenase oxidised naphthalene yielding multiple products 1-naphthol, 2-naphthol, 1,4-naphthoquinone, naphthalene-1,4-diol and some unidentified products. The reactants are CC1(C=2C=C(C(=CC2C(CC1)(C)C)Br)OCOC)C (5,6,7,8-tetrahydro-5,5,8,8-tetramethyl-3-methoxymethoxy-2-bromonaphthalene), CC1(OC2=C(C=C(C=C2C(C1)(C)C)C(=O)O)C)C (2,2,4,4,8-pentamethyl-6-chromanoic acid), CC1(OC2=C(C=C(C=C2C(C1)(C)C)C(=O)O)C)C (2,2,4,4,8-pentamethyl-6-chromanoic acid), CC1(C=2C=C(C(=CC2C(CC1)(C)C)Br)OCOC)C (5,6,7,8-tetrahydro-5,5,8,8-tetramethyl-3-methoxymethoxy-2-bromonaphthalene), [Li]C(C)(C)C (t-BuLi). Product: COCOC=1C(=CC=2C(CCC(C2C1)(C)C)(C)C)C(=O)O (3-Methoxymethoxy-5,5,8,8-tetramethyl-5,6,7,8-tetrahydronaphthalen-2-yl carboxylic acid), solid. RXN SMILES: CC1(C)CC(C)(C)C2C(=C(C)C=C([C:14]([OH:16])=[O:15])C=2)O1.[CH3:19][C:20]1([CH3:37])[CH2:29][CH2:28][C:27]([CH3:31])([CH3:30])[C:26]2[CH:25]=[C:24](Br)[C:23]([O:33][CH2:34][O:35][CH3:36])=[CH:22][C:21]1=2.[Li]C(C)(C)C>>[CH3:36][O:35][CH2:34][O:33][C:23]1[C:24]([C:14]([OH:16])=[O:15])=[CH:25][C:26]2[C:27]([CH3:31])([CH3:30])[CH2:28][CH2:29][C:20]([CH3:37])([CH3:19])[C:21]=2[CH:22]=1. Procedure details: Using the same procedure as for the synthesis of 2,2,4,4,8-pentamethyl-6-chromanoic acid (Compound A1) but using 5,6,7,8-tetrahydro-5,5,8,8-tetramethyl-3-methoxymethoxy-2-bromonaphthalene (Compound J, 722 mg, 2.21 mmol) and 2.86 ml of t-BuLi (4.87 mmol, 1.7M solution in hexane), the title compound was obtained as a white solid (143 mg). Reactants: Cn1nccc1-c1ncc(Br)cc1Cl, CC[N+](CC)(CC)CC, CCOC(C)=O, CC(C)(C)[O-], CC(C)O, CC(C)[Si](Sc1cccc(C2(C(N)=O)CCOCC2)c1)(C(C)C)C(C)C, [Cl-], [Cs+], [F-], [K+], O, c1ccc(P(c2ccccc2)(c2ccccc2)[Pd](P(c2ccccc2)(c2ccccc2)c2ccccc2)(P(c2ccccc2)(c2ccccc2)c2ccccc2)P(c2ccccc2)(c2ccccc2)c2ccccc2)cc1. The product is Cn1nccc1-c1ncc(Sc2cccc(C3(C(N)=O)CCOCC3)c2)cc1Cl. RXN SMILES: [Br:27][c:28]1[cH:29][c:30]([Cl:40])[c:31](-[c:34]2[cH:35][cH:36][n:37][n:38]2[CH3:39])[n:32][cH:33]1.[CH2:51]([N+:52]([CH2:53][CH3:54])([CH2:55][CH3:56])[CH2:57][CH3:58])[CH3:59].[CH3:137][CH2:138][O:139][C:140](=[O:141])[CH3:142].[CH3:43][C:44]([CH3:45])([O-:46])[CH3:47].[CH:143]([OH:144])([CH3:145])[CH3:146].[CH:1]([Si:2]([CH:3]([CH3:4])[CH3:21])([S:5][c:6]1[cH:7][c:8]([C:12]2([C:18](=[O:19])[NH2:20])[CH2:13][CH2:14][O:15][CH2:16][CH2:17]2)[cH:9][cH:10][cH:11]1)[CH:22]([CH3:23])[CH3:24])([CH3:25])[CH3:26].[Cl-:50].[Cs+:42].[F-:41].[K+:48].[OH2:49].[cH:60]1[cH:61][cH:62][c:63]([P:64]([Pd:65]([P:66]([c:67]2[cH:68][cH:69][cH:70][cH:71][cH:72]2)([c:73]2[cH:74][cH:75][cH:76][cH:77][cH:78]2)[c:79]2[cH:80][cH:81][cH:82][cH:83][cH:84]2)([P:85]([c:86]2[cH:87][cH:88][cH:89][cH:90][cH:91]2)([c:92]2[cH:93][cH:94][cH:95][cH:96][cH:97]2)[c:98]2[cH:99][cH:100][cH:101][cH:102][cH:103]2)[P:104]([c:105]2[cH:106][cH:107][cH:108][cH:109][cH:110]2)([c:111]2[cH:112][cH:113][cH:114][cH:115][cH:116]2)[c:117]2[cH:118][cH:119][cH:120][cH:121][cH:122]2)([c:123]2[cH:124][cH:125][cH:126][cH:127][cH:128]2)[c:129]2[cH:130][cH:131][cH:132][cH:133][cH:134]2)[cH:135][cH:136]1>>[S:5]([c:6]1[cH:7][c:8]([C:12]2([C:18](=[O:19])[NH2:20])[CH2:13][CH2:14][O:15][CH2:16][CH2:17]2)[cH:9][cH:10][cH:11]1)[c:28]1[cH:29][c:30]([Cl:40])[c:31](-[c:34]2[cH:35][cH:36][n:37][n:38]2[CH3:39])[n:32][cH:33]1. The reactants are CC(C)CCn1ccc(OCc2ccccc2)cc1=O, O=C[O-], [NH4+], C1CCOC1, [OH-], [OH-], [Pd+2]. Product: CC(C)CCn1ccc(O)cc1=O. As a reaction SMILES: [CH2:1]([c:2]1[cH:3][cH:4][cH:5][cH:6][cH:7]1)[O:8][c:9]1[cH:10][c:11](=[O:20])[n:12]([CH2:15][CH2:16][CH:17]([CH3:18])[CH3:19])[cH:13][cH:14]1.[CH:21]([O-:22])=[O:23].[NH4+:24].[O:25]1[CH2:26][CH2:27][CH2:28][CH2:29]1.[OH-:30].[OH-:32].[Pd+2:31]>>[OH:8][c:9]1[cH:10][c:11](=[O:20])[n:12]([CH2:15][CH2:16][CH:17]([CH3:18])[CH3:19])[cH:13][cH:14]1. Reactants: COC(=O)c1ccc2c(C3CCCCC3)c(-c3ccccc3OCC(=O)NCCCCCN(C)S(=O)(=O)c3ccccc3[N+](=O)[O-])n(C)c2c1, COC(=O)c1ccc2c(C3CCCCC3)c(-c3ccc(F)cc3OCC(=O)O)n(C)c2c1, CN(CCCCCN)S(=O)(=O)c1ccccc1[N+](=O)[O-]. Yields the product COC(=O)c1ccc2c(C3CCCCC3)c(-c3ccc(F)cc3OCC(=O)NCCCCCN(C)S(=O)(=O)c3ccccc3[N+](=O)[O-])n(C)c2c1. As a reaction SMILES: [CH:1]1([c:7]2[c:8](-[c:21]3[c:22]([O:27][CH2:28][C:29](=[O:30])[NH:31][CH2:32][CH2:33][CH2:34][CH2:35][CH2:36][N:37]([S:38](=[O:39])(=[O:40])[c:41]4[c:42]([N+:47](=[O:48])[O-:49])[cH:43][cH:44][cH:45][cH:46]4)[CH3:50])[cH:23][cH:24][cH:25][cH:26]3)[n:9]([CH3:20])[c:10]3[cH:11][c:12]([C:16](=[O:17])[O:18][CH3:19])[cH:13][cH:14][c:15]23)[CH2:2][CH2:3][CH2:4][CH2:5][CH2:6]1.[CH:51]1([c:52]2[c:53]3[c:54]([cH:55][c:56]([C:57]([O:58][CH3:59])=[O:60])[cH:61][cH:62]3)[n:63]([CH3:64])[c:65]2-[c:66]2[cH:67][cH:68][c:69]([F:82])[cH:70][c:71]2[O:72][CH2:73][C:74]([OH:75])=[O:76])[CH2:77][CH2:78][CH2:79][CH2:80][CH2:81]1.[NH2:83][CH2:84][CH2:85][CH2:86][CH2:87][CH2:88][N:89]([CH3:90])[S:91]([c:92]1[cH:93][cH:94][cH:95][cH:96][c:97]1[N+:98]([O-:99])=[O:100])(=[O:101])=[O:102]>>[CH:1]1([c:7]2[c:8](-[c:21]3[c:22]([O:27][CH2:28][C:29](=[O:30])[NH:31][CH2:32][CH2:33][CH2:34][CH2:35][CH2:36][N:37]([S:38](=[O:39])(=[O:40])[c:41]4[c:42]([N+:47](=[O:48])[O-:49])[cH:43][cH:44][cH:45][cH:46]4)[CH3:50])[cH:23][c:24]([F:82])[cH:25][cH:26]3)[n:9]([CH3:20])[c:10]3[cH:11][c:12]([C:16](=[O:17])[O:18][CH3:19])[cH:13][cH:14][c:15]23)[CH2:2][CH2:3][CH2:4][CH2:5][CH2:6]1.